Dataset: the Open Reaction Database (ORD), a public repository of structured organic reaction records. Task: describe an organic reaction: reactants, conditions, products, and yield The reactants are Cc1cc(COc2ccc(NC(=O)C3C(C(=O)O)CC4(CC4)CN3C)cc2)c2ccccc2n1, CN1CCOCC1, Cl, NO, CN(C)C=O. Yields the product Cc1cc(COc2ccc(NC(=O)C3C(C(=O)NO)CC4(CC4)CN3C)cc2)c2ccccc2n1. Reaction SMILES: [CH3:1][N:2]1[CH2:3][C:4]2([CH2:5][CH2:6]2)[CH2:7][CH:8]([C:32](=[O:33])[OH:34])[CH:9]1[C:10](=[O:11])[NH:12][c:13]1[cH:14][cH:15][c:16]([O:19][CH2:20][c:21]2[cH:22][c:23]([CH3:31])[n:24][c:25]3[cH:26][cH:27][cH:28][cH:29][c:30]23)[cH:17][cH:18]1.[CH3:38][N:39]1[CH2:40][CH2:41][O:42][CH2:43][CH2:44]1.[ClH:35].[NH2:36][OH:37].[O:45]=[CH:46][N:47]([CH3:48])[CH3:49]>>[CH3:1][N:2]1[CH2:3][C:4]2([CH2:5][CH2:6]2)[CH2:7][CH:8]([C:32](=[O:33])[NH:36][OH:37])[CH:9]1[C:10](=[O:11])[NH:12][c:13]1[cH:14][cH:15][c:16]([O:19][CH2:20][c:21]2[cH:22][c:23]([CH3:31])[n:24][c:25]3[cH:26][cH:27][cH:28][cH:29][c:30]23)[cH:17][cH:18]1. The reactants are Cc1sc2nc(-c3ccncc3)nc(Cl)c2c1Cl, NCc1cccc([N+](=O)[O-])c1. The product is Cc1sc2nc(-c3ccncc3)nc(NCc3cccc([N+](=O)[O-])c3)c2c1Cl. As a reaction SMILES: [Cl:12][c:13]1[c:14]2[c:15]([n:16][c:17](-[c:19]3[cH:20][cH:21][n:22][cH:23][cH:24]3)[n:18]1)[s:25][c:26]([CH3:29])[c:27]2[Cl:28].[N+:1](=[O:2])([O-:3])[c:4]1[cH:5][c:6]([CH2:7][NH2:8])[cH:9][cH:10][cH:11]1>>[N+:1](=[O:2])([O-:3])[c:4]1[cH:5][c:6]([CH2:7][NH:8][c:13]2[c:14]3[c:15]([n:16][c:17](-[c:19]4[cH:20][cH:21][n:22][cH:23][cH:24]4)[n:18]2)[s:25][c:26]([CH3:29])[c:27]3[Cl:28])[cH:9][cH:10][cH:11]1. The solvent is O (water). Reaction conditions: time 8 hour. As a reaction SMILES: [H-].[Na+].[CH3:3][N:4]([CH3:13])[C:5]1[CH:12]=[CH:11][C:8]([CH:9]=O)=[CH:7][CH:6]=1.[H][H].C(O)(=O)C.[C:20]([O:23][CH:24]([CH2:26][CH2:27][CH2:28][CH2:29][CH2:30][CH3:31])[CH3:25])(=[O:22])[CH3:21]>O>[CH3:3][N:4]([CH3:13])[C:5]1[CH:12]=[CH:11][C:8]([CH:9]=[CH:21][C:20]([O:23][CH:24]([CH2:26][CH2:27][CH2:28][CH2:29][CH2:30][CH3:31])[CH3:25])=[O:22])=[CH:7][CH:6]=1 |f:0.1|. Product: CN(C1=CC=C(C=CC(=O)OC(C)CCCCCC)C=C1)C (2-octyl 4-dimethylaminocinnamate). Reported procedure: Sodium hydride (1.9 g of an 80% dispersion in oil) was added portionwise with stirring over 0.5 hour to 4-dimethylaminobenzaldehyde (7.46 g) in 2-octyl acetate (153 g) at 25° C. The temperature was raised until a steady evolution of hydrogen began (100° C.) and held at this temperature for eight hours. The cooled mixture was treated with glacial acetic acid (4 ml) and then water (50 ml) added. The upper layer was separated, washed with 10% sodium carbonate solution, water, and dried (MgSO4). The... Yield: 48.1%. Reactants: [H-].[Na+] (Sodium hydride), CN(C1=CC=C(C=O)C=C1)C (4-dimethylaminobenzaldehyde), C(C)(=O)OC(C)CCCCCC (2-octyl acetate), C(C)(=O)O (acetic acid), [H][H] (hydrogen). Starting materials: CS(=O)(=O)Cl, COC(=O)c1ccccc1O. The product is COC(=O)c1ccccc1OS(C)(=O)=O. As a reaction SMILES: [CH3:12][S:13]([Cl:14])(=[O:15])=[O:16].[CH3:1][O:2][C:3]([c:4]1[c:5]([OH:10])[cH:6][cH:7][cH:8][cH:9]1)=[O:11]>>[CH3:1][O:2][C:3]([c:4]1[c:5]([O:10][S:13]([CH3:12])(=[O:15])=[O:16])[cH:6][cH:7][cH:8][cH:9]1)=[O:11]. Reactants: CC(C)(C)CC(=O)Cl, CC[Si](CC)(CC)OC1C(=O)NC1c1ccccc1. The product is CC[Si](CC)(CC)OC1C(=O)N(C(=O)CC(C)(C)C)C1c1ccccc1. Reaction SMILES: [CH2:1]([C:2]([CH3:3])([CH3:4])[CH3:5])[C:6](=[O:7])[Cl:8].[c:9]1([CH:15]2[CH:16]([O:20][Si:21]([CH2:22][CH3:23])([CH2:24][CH3:25])[CH2:26][CH3:27])[C:17](=[O:19])[NH:18]2)[cH:10][cH:11][cH:12][cH:13][cH:14]1>>[CH2:1]([C:2]([CH3:3])([CH3:4])[CH3:5])[C:6](=[O:7])[N:18]1[CH:15]([c:9]2[cH:10][cH:11][cH:12][cH:13][cH:14]2)[CH:16]([O:20][Si:21]([CH2:22][CH3:23])([CH2:24][CH3:25])[CH2:26][CH3:27])[C:17]1=[O:19].